From a dataset of the Open Reaction Database (ORD), a public repository of structured organic reaction records. describe an organic reaction: reactants, conditions, products, and yield Starting materials: CCOC(=O)c1ncc2[nH]c3c(c2c1COC)CCCC3, CC(=O)O, CCO, [K+], [OH-]. Yields the product COCc1c(C(=O)O)ncc2[nH]c3c(c12)CCCC3. RXN SMILES: [CH2:1]([CH3:2])[O:3][C:4](=[O:5])[c:6]1[n:7][cH:8][c:9]2[nH:10][c:11]3[c:16]([c:17]2[c:18]1[CH2:19][O:20][CH3:21])[CH2:15][CH2:14][CH2:13][CH2:12]3.[CH3:24][C:25](=[O:26])[OH:27].[CH3:28][CH2:29][OH:30].[K+:23].[OH-:22]>>[O:3]=[C:4]([OH:5])[c:6]1[n:7][cH:8][c:9]2[nH:10][c:11]3[c:16]([c:17]2[c:18]1[CH2:19][O:20][CH3:21])[CH2:15][CH2:14][CH2:13][CH2:12]3. The product is ClC=1C=CC(=C(C1)C1=C(C=C(C=C1)S(=O)(=O)C1=CC=C(C=C1)F)C)OC (5′-chloro-4-[(4-fluorophenyl)sulfonyl]-2′-methoxy-2-methylbiphenyl). Reported procedure: The subtitle compound was prepared by the method of example 2 step (ii) using the product of step i) and 5-chloro-2-methoxybenzene boronic acid. Starting materials: FC1=CC=C(C=C1)S(=O)(=O)C1=CC(=C(C=C1)Br)C (4-bromo-3-methylphenyl 4-fluorophenyl sulfone), ClC=1C=CC(=C(C1)B(O)O)OC (5-chloro-2-methoxybenzene boronic acid). Reaction SMILES: [F:1][C:2]1[CH:7]=[CH:6][C:5]([S:8]([C:11]2[CH:16]=[CH:15][C:14](Br)=[C:13]([CH3:18])[CH:12]=2)(=[O:10])=[O:9])=[CH:4][CH:3]=1.[Cl:19][C:20]1[CH:21]=[CH:22][C:23]([O:29][CH3:30])=[C:24](B(O)O)[CH:25]=1>>[Cl:19][C:20]1[CH:25]=[CH:24][C:23]([O:29][CH3:30])=[C:22]([C:14]2[CH:15]=[CH:16][C:11]([S:8]([C:5]3[CH:6]=[CH:7][C:2]([F:1])=[CH:3][CH:4]=3)(=[O:10])=[O:9])=[CH:12][C:13]=2[CH3:18])[CH:21]=1. The reactants are COC(=O)c1ccc(C(=O)OC)cc1, Cc1ccc(C)cc1, CO, [GeH4]. Product: COC(=O)c1ccc(C)cc1. As a reaction SMILES: [C:2]([c:3]1[cH:4][cH:5][c:6]([C:7](=[O:8])[O:9][CH3:10])[cH:11][cH:12]1)([O:13][CH3:14])=[O:15].[CH3:16][c:17]1[cH:18][cH:19][c:20]([CH3:21])[cH:22][cH:23]1.[CH3:24][OH:25].[GeH4:1]>>[CH3:2][c:3]1[cH:4][cH:5][c:6]([C:7](=[O:8])[O:9][CH3:10])[cH:11][cH:12]1. Starting materials: ClC=1C=C(C(=O)OO)C=CC1 (m-chloroperoxybenzoic acid), C(C1=CC=CC=C1)(=O)C1=NOC(=N1)CSC1=CC=CC=C1 (3-benzoyl-5-phenylthiomethyl-1,2,4-oxadiazole), [O-]S(=O)(=S)[O-].[Na+].[Na+] (Na2S2O3), CCOCC (Et2O). Run in C(Cl)Cl (CH2Cl2), C(Cl)Cl (CH2Cl2). Run at time 30 minute. The product is C(C1=CC=CC=C1)(=O)C1=NOC(=N1)CS(=O)C1=CC=CC=C1 (3-Benzoyl-5-(phenylsulfinyl)methyl-1,2,4-oxadiazole). Yield: 46.8%. RXN SMILES: ClC1C=C(C=CC=1)C(OO)=[O:6].[C:12]([C:20]1[N:24]=[C:23]([CH2:25][S:26][C:27]2[CH:32]=[CH:31][CH:30]=[CH:29][CH:28]=2)[O:22][N:21]=1)(=[O:19])[C:13]1[CH:18]=[CH:17][CH:16]=[CH:15][CH:14]=1.[O-]S([O-])(=S)=O.[Na+].[Na+].CCOCC>C(Cl)Cl>[C:12]([C:20]1[N:24]=[C:23]([CH2:25][S:26]([C:27]2[CH:32]=[CH:31][CH:30]=[CH:29][CH:28]=2)=[O:6])[O:22][N:21]=1)(=[O:19])[C:13]1[CH:14]=[CH:15][CH:16]=[CH:17][CH:18]=1 |f:2.3.4|. Procedure: A solution of 5.5 g of m-chloroperoxybenzoic acid (85%) in 125 ml of CH2Cl2 was added dropwise at -70° C. under N2 to a solution of 7.5 g of 3-benzoyl-5-phenylthiomethyl-1,2,4-oxadiazole in 150 ml of CH2Cl2. The temperature of the reaction was maintained below -65° by controlling the rate of addition. After stirring further for 30 minutes, the reaction mixture was added directly to a separatory funnel containing 250 ml of 10% Na2S2O3 and 500 ml of Et2O. The organics were washed with saturated Na...